This data is from the Open Reaction Database (ORD), a public repository of structured organic reaction records. The task is: describe an organic reaction: reactants, conditions, products, and yield Reactants: N1(CCCCC1)CCCOC1=CC=2C=C3N(C2C=C1)CCNC3=O (8-(3-Piperidin-1-yl-propoxy)-3,4-dihydro-2H-pyrazino[1,2-a]indol-1-one), C[C@H]1NCCC1 ((R)-2-methylpyrrolidine). Product: C[C@H]1N(CCC1)CCCOC1=CC=2C=C3N(C2C=C1)CCNC3=O (8-[3-((R)-2-Methyl-pyrrolidin-1-yl)-propoxy]-3,4-dihydro-2H-pyrazino[1,2-a]indol-1-one). Isolated yield 16.0%. Reaction SMILES: [N:1]1([CH2:7][CH2:8][CH2:9][O:10][C:11]2[CH:19]=[CH:18][C:17]3[N:16]4[CH2:20][CH2:21][NH:22][C:23](=[O:24])[C:15]4=[CH:14][C:13]=3[CH:12]=2)[CH2:6][CH2:5][CH2:4][CH2:3][CH2:2]1.C[C@@H]1CCCN1>>[CH3:2][C@@H:3]1[CH2:4][CH2:5][CH2:6][N:1]1[CH2:7][CH2:8][CH2:9][O:10][C:11]1[CH:19]=[CH:18][C:17]2[N:16]3[CH2:20][CH2:21][NH:22][C:23](=[O:24])[C:15]3=[CH:14][C:13]=2[CH:12]=1. Procedure: The title compound was synthesized in analogy to example 2, from 8-(3-chloro-propoxy)-3,4-dihydro-2H-pyrazino[1,2-a]indol-1-one (example 2, intermediate) and (R)-2-methylpyrrolidine (commercially available) to give the desired product as a light red solid (16%). Reactants: [N+](=O)([O-])C1=C(CN2C(=CC=C2Cl)C(=O)OC)C=CC=C1 (methyl 1-(2-nitrobenzyl)-5-chloropyrrole-2-carboxylate). Reagents/catalysts: [Cl-].[Cl-].[Cl-].[Ti+3] (titanium trichloride). Run in O1CCCC1 (tetrahydrofuran), C(C)OCC (diethyl ether), O (water). Run at time 18 hour. The product is NC1=C(CN2C(=CC=C2Cl)C(=O)OC)C=CC=C1 (methyl 1-(2-aminobenzyl)-5-chloropyrrole-2-carboxylate). As a reaction SMILES: [N+:1]([C:4]1[CH:20]=[CH:19][CH:18]=[CH:17][C:5]=1[CH2:6][N:7]1[C:11]([Cl:12])=[CH:10][CH:9]=[C:8]1[C:13]([O:15][CH3:16])=[O:14])([O-])=O>O1CCCC1.C(OCC)C.O.[Cl-].[Cl-].[Cl-].[Ti+3]>[NH2:1][C:4]1[CH:20]=[CH:19][CH:18]=[CH:17][C:5]=1[CH2:6][N:7]1[C:11]([Cl:12])=[CH:10][CH:9]=[C:8]1[C:13]([O:15][CH3:16])=[O:14] |f:4.5.6.7|. Procedure details: To a stirred solution of 2.68 g of methyl 1-(2-nitrobenzyl)-5-chloropyrrole-2-carboxylate in 30 mL of anhydrous tetrahydrofuran is added 35 mL of titanium trichloride in a dropwise manner over a 15 minute period. The reaction is allowed to stir at room temperature for 18 hours and then is diluted with 150 mL of a 1:1 mixture of diethyl ether and water. The organic phase is separated, washed with brine and saturated sodium bicarbonate, dried over anhydrous sodium sulfate, and evaporated to drynes... Starting materials: C(C)OP(=O)(OCC)CC1=CC(=C(C=C1)NC1=NC=C(C(=N1)NC=1C=CC(=C2CN(C(C12)=O)C)[C@H]1CC[C@H](CC1)C(=O)OCC)C(F)(F)F)OCC (Ethyl cis-4-(7-{[2-({4-[(diethoxyphosphoryl)methyl]-2-ethoxyphenyl}amino)-5-(trifluoromethyl)pyrimidin-4-yl]amino}-2-methyl-1-oxo-2,3-dihydro-1H-isoindol-4-yl)cyclohexanecarboxylate), C1CCOC1 (THF), CO (MeOH), O.[OH-].[Li+] (lithium hydroxide, monohydrate), O (H2O). Conditions: time 30 hour. Product: C(C)OP(=O)(OCC)CC1=CC(=C(C=C1)NC1=NC=C(C(=N1)NC=1C=CC(=C2CN(C(C12)=O)C)[C@H]1CC[C@H](CC1)C(=O)O)C(F)(F)F)OCC (cis-4-(7-{[2-({4-[(Diethoxyphosphoryl)methyl]-2-ethoxyphenyl}amino)-5-(trifluoromethyl)pyrimidin-4-yl]amino}-2-methyl-1-oxo-2,3-dihydro-1H-isoindol-4-yl)cyclohexanecarboxylic acid). Yield: 99.3%. As a reaction SMILES: [CH2:1]([O:3][P:4]([CH2:9][C:10]1[CH:15]=[CH:14][C:13]([NH:16][C:17]2[N:22]=[C:21]([NH:23][C:24]3[CH:25]=[CH:26][C:27]([C@@H:35]4[CH2:40][CH2:39][C@H:38]([C:41]([O:43]CC)=[O:42])[CH2:37][CH2:36]4)=[C:28]4[C:32]=3[C:31](=[O:33])[N:30]([CH3:34])[CH2:29]4)[C:20]([C:46]([F:49])([F:48])[F:47])=[CH:19][N:18]=2)=[C:12]([O:50][CH2:51][CH3:52])[CH:11]=1)([O:6][CH2:7][CH3:8])=[O:5])[CH3:2].C1COCC1.CO.O.[OH-].[Li+].O>>[CH2:7]([O:6][P:4]([CH2:9][C:10]1[CH:15]=[CH:14][C:13]([NH:16][C:17]2[N:22]=[C:21]([NH:23][C:24]3[CH:25]=[CH:26][C:27]([C@@H:35]4[CH2:40][CH2:39][C@H:38]([C:41]([OH:43])=[O:42])[CH2:37][CH2:36]4)=[C:28]4[C:32]=3[C:31](=[O:33])[N:30]([CH3:34])[CH2:29]4)[C:20]([C:46]([F:47])([F:49])[F:48])=[CH:19][N:18]=2)=[C:12]([O:50][CH2:51][CH3:52])[CH:11]=1)([O:3][CH2:1][CH3:2])=[O:5])[CH3:8] |f:3.4.5|. Reported procedure: Ethyl cis-4-(7-{[2-({4-[(diethoxyphosphoryl)methyl]-2-ethoxyphenyl}amino)-5-(trifluoromethyl)pyrimidin-4-yl]amino}-2-methyl-1-oxo-2,3-dihydro-1H-isoindol-4-yl)cyclohexanecarboxylate (Example 244, 72.0 mg, 0.096 mmol) was taken up in THF (0.13 mL, 1.60 mmol) and MeOH (0.13 mL, 3.20 mmol). This was treated with a solution of lithium hydroxide, monohydrate (20.2 mg, 0.48 mmol) in H2O (0.13 mL, 7.2 mmol) and was allowed to stir at rt for 30 hrs. The reaction was concentrated in vacuo to a solid and ... The reactants are O=C([O-])[O-], CCC(C)=O, BrCC1CC1, [I-], [K+], [K+], [K+], COC(=O)c1ccc(O)cc1. Yields the product COC(=O)c1ccc(OCC2CC2)cc1. As a reaction SMILES: [C:1](=[O:2])([O-:3])[O-:4].[CH3:25][C:26](=[O:27])[CH2:28][CH3:29].[CH:20]1([CH2:23][Br:24])[CH2:21][CH2:22]1.[I-:8].[K+:5].[K+:6].[K+:7].[OH:9][c:10]1[cH:11][cH:12][c:13]([C:14](=[O:15])[O:16][CH3:17])[cH:18][cH:19]1>>[O:9]([c:10]1[cH:11][cH:12][c:13]([C:14](=[O:15])[O:16][CH3:17])[cH:18][cH:19]1)[CH2:23][CH:20]1[CH2:21][CH2:22]1. The reactants are CCN(C(C)C)C(C)C, Cl, NCC(F)(F)F, CC(C)(CC(=O)Cl)N=[N+]=[N-]. Product: CC(C)(CC(=O)NCC(F)(F)F)N=[N+]=[N-]. As a reaction SMILES: [CH:8]([N:9]([CH2:10][CH3:11])[CH:12]([CH3:13])[CH3:14])([CH3:15])[CH3:16].[ClH:1].[F:2][C:3]([CH2:4][NH2:5])([F:6])[F:7].[N:17](=[N+:18]=[N-:19])[C:20]([CH2:21][C:22](=[O:23])[Cl:24])([CH3:25])[CH3:26]>>[F:2][C:3]([CH2:4][NH:5][C:22]([CH2:21][C:20]([N:17]=[N+:18]=[N-:19])([CH3:25])[CH3:26])=[O:23])([F:6])[F:7]. Reactants: O (water), FC1=C(O)C=CC(=C1O)F (2,4-difluororesorcinol), FC1=C(O)C=CC(=C1O)F (2,4-difluororesorcinol), C(CC(=O)C)(=O)OCC (ethyl acetoacetate). Run in CS(=O)(=O)O (methanesulfonic acid). Product: FC=1C=C2C(=CC(OC2=C(C1O)F)=O)C (6,8-difluoro-7-hydroxy-4-methylcoumarin). The yield is 49.0%. As a reaction SMILES: [F:1][C:2]1[C:8]([OH:9])=[C:7]([F:10])[CH:6]=[CH:5][C:3]=1[OH:4].[C:11](OCC)(=[O:16])[CH2:12][C:13]([CH3:15])=O.O>CS(O)(=O)=O>[F:10][C:7]1[CH:6]=[C:5]2[C:3](=[C:2]([F:1])[C:8]=1[OH:9])[O:4][C:11](=[O:16])[CH:12]=[C:13]2[CH3:15]. Procedure: A solution of 2,4-difluororesorcinol (Compound 4; 1.00 g, 8.76 mmol) and ethyl acetoacetate (1.14 g, 8.76 mmol) in 5 mL methanesulfonic acid is kept at room temperature for 24 hours, then poured into water (75 mL). The resulting precipitate is collected, rinsed with water and dried, giving 0.91 g of Compound 5 as a tan powder. An analytical sample is prepared by crystallization from light petroleum ether/methanol, giving the Compound 5 as colorless needles. UV-vis (pH 7 buffer): 358 nm, ε=17,700... The reactants are O1C(CC(C1)=O)=O (furan-2,4(3H,5H)-dione), C(=O)([O-])[O-].[K+].[K+] (K2CO3), BrCCCCCBr (1,5-dibromopentane). Conditions: time 3 hour. Product: BrCCCCCC1C(OCC1=O)=O (3-(5-bromopentyl)furan-2,4(3H,5H)-dione). Reaction SMILES: [O:1]1[CH2:5][C:4](=[O:6])[CH2:3][C:2]1=[O:7].C([O-])([O-])=O.[K+].[K+].[Br:14][CH2:15][CH2:16][CH2:17][CH2:18][CH2:19]Br>>[Br:14][CH2:15][CH2:16][CH2:17][CH2:18][CH2:19][CH:3]1[C:4](=[O:6])[CH2:5][O:1][C:2]1=[O:7] |f:1.2.3|. Procedure details: To a solution of furan-2,4(3H,5H)-dione (500 mg, 5.0 mmol) in THE (10 ml) is added K2CO3 (2.5 g, 18.1 mmol) and the mixture is stirred at room temperature for 3 hours under nitrogen atmosphere. To the reaction mixture is added a solution of 1,5-dibromopentane (5.0 g, 21.7 mmol) in THE (10 ml), slowly over 30 minutes. It is then stirred vigorously at room temperature for one day. The reaction mixture is then partitioned between CH2Cl2 (100 ml) and saturated NH4Cl (50 ml). The organic phase is ext... The reactants are O=C1Nc2nc(Cl)c(Br)cc2C1(Br)Br, O=C1Nc2nc(Cl)ccc2C1(Br)Br, C1CCOC1, [Cl-], [NH4+], [Zn]. Yields the product O=C1Cc2ccc(Cl)nc2N1. As a reaction SMILES: [Br:14][C:15]1([Br:16])[c:17]2[c:18]([n:19][c:20]([Cl:21])[c:22]([Br:23])[cH:24]2)[NH:25][C:26]1=[O:27].[Br:1][C:2]1([Br:13])[C:3](=[O:12])[NH:4][c:5]2[n:6][c:7]([Cl:11])[cH:8][cH:9][c:10]21.[CH2:28]1[O:29][CH2:30][CH2:31][CH2:32]1.[Cl-:33].[NH4+:34].[Zn:35]>>[CH2:2]1[C:3](=[O:12])[NH:4][c:5]2[n:6][c:7]([Cl:11])[cH:8][cH:9][c:10]21. Reactants: C(C)(=O)OCC (ethyl acetate), [F-].C(CCC)[N+](CCCC)(CCCC)CCCC (tetrabutylammonium fluoride), solution, ClC1=C(C=C2C(=NN(C2=C1)COCC[Si](C)(C)C)NC(CCC)=O)C1=CC=C(C=C1)C (N-[6-chloro-5-(4-methylphenyl)-1-[[2-(trimethylsilyl)ethoxy]-methyl]-1H-indazol-3-yl]butanamide). Solvent: O1CCCC1 (tetrahydrofuran), O1CCCC1 (tetrahydrofuran). Yields the product ClC1=C(C=C2C(=NNC2=C1)NC(CCC)=O)C1=CC=C(C=C1)C (N-[6-chloro-5-(4-methylphenyl)-1H-indazol-3-yl]butanamide). The yield is 31.3%. As a reaction SMILES: [F-].C([N+](CCCC)(CCCC)CCCC)CCC.[Cl:19][C:20]1[CH:28]=[C:27]2[C:23]([C:24]([NH:37][C:38](=[O:42])[CH2:39][CH2:40][CH3:41])=[N:25][N:26]2COCC[Si](C)(C)C)=[CH:22][C:21]=1[C:43]1[CH:48]=[CH:47][C:46]([CH3:49])=[CH:45][CH:44]=1.C(OCC)(=O)C>O1CCCC1>[Cl:19][C:20]1[CH:28]=[C:27]2[C:23]([C:24]([NH:37][C:38](=[O:42])[CH2:39][CH2:40][CH3:41])=[N:25][NH:26]2)=[CH:22][C:21]=1[C:43]1[CH:44]=[CH:45][C:46]([CH3:49])=[CH:47][CH:48]=1 |f:0.1|. Procedure details: 11.4 cm3 of tetrabutylammonium fluoride as a 1M solution in tetrahydrofuran are added to 870 mg of N-[6-chloro-5-(4-methylphenyl)-1-[[2-(trimethylsilyl)ethoxy]-methyl]-1H-indazol-3-yl]butanamide, described previously, in 20 cm3 of tetrahydrofuran. The medium is then refluxed for 20 hours and the mixture is then allowed to return to room temperature and 20 cm3 of ethyl acetate are added; the organic phase is washed with 2×20 cm3 of saturated aqueous sodium hydrogen carbonate solution and then wit... Starting materials: BrCc1ccsc1, O=C([O-])[O-], CCC(C)=O, [K+], [K+], CC(=O)NC1Cc2cccc(N3CCCC3=O)c2NC1=O. The product is CC(=O)NC1Cc2cccc(N3CCCC3=O)c2N(Cc2ccsc2)C1=O. Reaction SMILES: [Br:28][CH2:29][c:30]1[cH:31][s:32][cH:33][cH:34]1.[C:22](=[O:23])([O-:24])[O-:25].[CH2:35]([C:36]([CH3:37])=[O:38])[CH3:39].[K+:26].[K+:27].[O:1]=[C:2]1[NH:3][c:4]2[c:5]([N:16]3[C:17](=[O:21])[CH2:18][CH2:19][CH2:20]3)[cH:6][cH:7][cH:8][c:9]2[CH2:10][CH:11]1[NH:12][C:13]([CH3:14])=[O:15]>>[O:1]=[C:2]1[N:3]([CH2:29][c:30]2[cH:31][s:32][cH:33][cH:34]2)[c:4]2[c:5]([N:16]3[C:17](=[O:21])[CH2:18][CH2:19][CH2:20]3)[cH:6][cH:7][cH:8][c:9]2[CH2:10][CH:11]1[NH:12][C:13]([CH3:14])=[O:15].